Dataset: the Open Reaction Database (ORD), a public repository of structured organic reaction records. Task: describe an organic reaction: reactants, conditions, products, and yield The reactants are C1CCOC1, Cc1nc2ccccc2n1C1CC2CCC(C1)N2CCC1(c2ccccc2)CCNCC1, CC(C)N=C=O. The product is Cc1nc2ccccc2n1C1CC2CCC(C1)N2CCC1(c2ccccc2)CCN(C(=O)NC(C)C)CC1. Reaction SMILES: [CH2:39]1[O:40][CH2:41][CH2:42][CH2:43]1.[CH3:1][c:2]1[n:3][c:4]2[c:5]([n:6]1[CH:7]1[CH2:8][CH:9]3[CH2:10][CH2:11][CH:12]([CH2:13]1)[N:14]3[CH2:15][CH2:16][C:17]1([c:23]3[cH:24][cH:25][cH:26][cH:27][cH:28]3)[CH2:18][CH2:19][NH:20][CH2:21][CH2:22]1)[cH:29][cH:30][cH:31][cH:32]2.[CH:33]([CH3:34])([CH3:35])[N:36]=[C:37]=[O:38]>>[CH3:1][c:2]1[n:3][c:4]2[c:5]([n:6]1[CH:7]1[CH2:8][CH:9]3[CH2:10][CH2:11][CH:12]([CH2:13]1)[N:14]3[CH2:15][CH2:16][C:17]1([c:23]3[cH:24][cH:25][cH:26][cH:27][cH:28]3)[CH2:18][CH2:19][N:20]([C:37]([NH:36][CH:33]([CH3:34])[CH3:35])=[O:38])[CH2:21][CH2:22]1)[cH:29][cH:30][cH:31][cH:32]2. The reactants are B(F)(F)F.CSC (Borontrifluoride dimethylsulfide), COC=1C=C(C=C(C1)C)C1=C(C=NN1CC#N)C1=CC(=NC=C1)C=1C=NC=CC1 ([5-(3-methoxy-5-methylphenyl)-4-(2-(pyridin-3-yl)pyridin-4-yl)-pyrazol-1-yl]acetonitrile). Solvent: ClCCl (dichloromethane). Run at time 24 hour. Yields the product OC=1C=C(C=C(C1)C)C1=C(C=NN1CC#N)C1=CC(=NC=C1)C=1C=NC=CC1 ([5-(3-hydroxy-5-methylphenyl)-4-(2-(pyridin-3-yl)pyridin-4-yl)-pyrazol-1-yl]acetonitrile). Reaction SMILES: B(F)(F)F.CSC.C[O:9][C:10]1[CH:11]=[C:12]([C:17]2[N:21]([CH2:22][C:23]#[N:24])[N:20]=[CH:19][C:18]=2[C:25]2[CH:30]=[CH:29][N:28]=[C:27]([C:31]3[CH:32]=[N:33][CH:34]=[CH:35][CH:36]=3)[CH:26]=2)[CH:13]=[C:14]([CH3:16])[CH:15]=1>ClCCl>[OH:9][C:10]1[CH:11]=[C:12]([C:17]2[N:21]([CH2:22][C:23]#[N:24])[N:20]=[CH:19][C:18]=2[C:25]2[CH:30]=[CH:29][N:28]=[C:27]([C:31]3[CH:32]=[N:33][CH:34]=[CH:35][CH:36]=3)[CH:26]=2)[CH:13]=[C:14]([CH3:16])[CH:15]=1 |f:0.1|. Reported procedure: Borontrifluoride-dimethylsulfide (0.13 mL, 1.2 mmol) was dropwise added to a solution of the methoxy compound (45.7 mg, 0.12 mmol) prepared in Example 34 in dichloromethane (4 mL) at room temperature under nitrogen atmosphere, and stirred for 24 hours. The reaction mixture was concentrated by vacuum distillation. The residue was treated in ethyl acetate (100 mL) and brine (50 mL), and the organic layer was dried over anhydrous magnesium sulfate and distilled under vacuum. Purification through co...